describe an organic reaction: reactants, conditions, products, and yield From a dataset of the Open Reaction Database (ORD), a public repository of structured organic reaction records. Conditions: temperature 60 celsius. RXN SMILES: [C:1]1([C:6]2[NH:7][C:8]3[C:13]([CH:14]=2)=[C:12]([O:15][Si](C(C)C)(C(C)C)C(C)C)[CH:11]=[CH:10][CH:9]=3)[CH2:5][CH2:4][CH2:3][CH:2]=1.[F-].[Cs+].Br[CH2:29][CH2:30][O:31][CH2:32][CH3:33]>C(C#N)(C)=O.C(Cl)Cl>[C:1]1([C:6]2[NH:7][C:8]3[C:13]([CH:14]=2)=[C:12]([O:15][CH2:29][CH2:30][O:31][CH2:32][CH3:33])[CH:11]=[CH:10][CH:9]=3)[CH2:5][CH2:4][CH2:3][CH:2]=1 |f:1.2|. The solvent is C(=O)(C)C#N (AcCN), C(Cl)Cl (CH2Cl2). The reactants are C1(=CCCC1)C=1NC2=CC=CC(=C2C1)O[Si](C(C)C)(C(C)C)C(C)C (2-cyclopent-1-enyl-4-triisopropylsilyloxy-1H-indole), [F-].[Cs+] (CsF), BrCCOCC (2-bromoethylethyl ether). Reported procedure: To 500 mg (1.41 mmol) of 2-cyclopent-1-enyl-4-triisopropylsilyloxy-1H-indole (14d step 1) in 5 mL AcCN was added 255 mg (1.68 mmol, 1.2 eq) of CsF and 479 μL (4.23 mmol, 3 eq) 2-bromoethylethyl ether. The reaction was heated at 60° C. overnight then cooled to rt, diluted with CH2Cl2 and filtered through celite and concentrated. The residue was partitioned between ether and H2O, the ether layer was then washed with aqueous NaCl solution, dried (MgSO4), and concentrated under vacuum to yield 282 m... The product is C1(=CCCC1)C=1NC2=CC=CC(=C2C1)OCCOCC (2-cyclopent-1-enyl-4-(2-ethoxy-ethoxy)-1H-indole). The yield is 73.7%. Starting materials: Cc1ccc(S(=O)(=O)OCC2Cc3cc(C(F)(F)F)cc(-c4cccc(C)c4)c3O2)cc1, CN, Cl. Reaction SMILES: [CH3:2][c:3]1[cH:4][cH:5][c:6]([S:7]([O:8][CH2:13][CH:14]2[O:15][c:16]3[c:17]([cH:19][c:20]([C:30]([F:31])([F:32])[F:33])[cH:21][c:22]3-[c:23]3[cH:24][c:25]([CH3:29])[cH:26][cH:27][cH:28]3)[CH2:18]2)(=[O:9])=[O:10])[cH:11][cH:12]1.[CH3:34][NH2:35].[ClH:1]>>[CH2:13]([CH:14]1[O:15][c:16]2[c:17]([cH:19][c:20]([C:30]([F:31])([F:32])[F:33])[cH:21][c:22]2-[c:23]2[cH:24][c:25]([CH3:29])[cH:26][cH:27][cH:28]2)[CH2:18]1)[NH:35][CH3:34]. Yields the product CNCC1Cc2cc(C(F)(F)F)cc(-c3cccc(C)c3)c2O1.